From a dataset of the Open Reaction Database (ORD), a public repository of structured organic reaction records. describe an organic reaction: reactants, conditions, products, and yield Starting materials: C(C)(C)(C)C=1C=C(N(N1)C1=CC=C(C=C1)C)N (5-tert-butyl-2-p-tolyl-2H-pyrazol-3-ylamine), N1=CC=CC=C1 (pyridine), ClCC(=O)Cl (chloroacetyl chloride). Run in C(Cl)Cl (DCM), C([O-])(O)=O.[Na+] (sodium bicarbonate), C(Cl)Cl (DCM). Yields the product C(C)(C)(C)C=1C=C(N(N1)C1=CC=C(C=C1)C)NC(CCl)=O (N-(5-tert-Butyl-2-p-tolyl-2H-pyrazol-3-yl)-2-chloro-acetamide). Isolated yield 99.1%. Reaction SMILES: [C:1]([C:5]1[CH:6]=[C:7]([NH2:17])[N:8]([C:10]2[CH:15]=[CH:14][C:13]([CH3:16])=[CH:12][CH:11]=2)[N:9]=1)([CH3:4])([CH3:3])[CH3:2].N1C=CC=CC=1.[Cl:24][CH2:25][C:26](Cl)=[O:27]>C(Cl)Cl.C(=O)(O)[O-].[Na+]>[C:1]([C:5]1[CH:6]=[C:7]([NH:17][C:26](=[O:27])[CH2:25][Cl:24])[N:8]([C:10]2[CH:11]=[CH:12][C:13]([CH3:16])=[CH:14][CH:15]=2)[N:9]=1)([CH3:4])([CH3:3])[CH3:2] |f:4.5|. Procedure: A solution of 5-tert-butyl-2-p-tolyl-2H-pyrazol-3-ylamine (886 mg, 3.86 mmol), pyridine (465 μL, 5.80 mmol) and chloroacetyl chloride (462 μL, 5.80 mmol) in DCM (5 mL) was stirred at RT for 2 h. The reaction mixture was diluted with aq. sat. sodium bicarbonate and DCM and the resulting aqueous layer was extracted twice with DCM. The combined organic layers were dried (MgSO4) and concentrated in vacuo to afford the title compound (1.17 g, 100%) as a yellow solid. LCMS (Method 5): Rt 4.41 min, m/z... Reactants: CC1=C(NC(=C1)C)C=C1C(NC2=CC=C(C=C12)CN1C(OCC1)=O)=O (3-(3,5-Dimethyl-1H-pyrrol-2-ylmethylene)-5-(2-oxo-oxazolidin-3-ylmethyl)-1,3-dihydro-indol-2-one), N1CCOCC1 (morpholine), C=O (formaldehyde), Cl (hydrochloride). The solvent is C(C)(=O)O (acetic acid). Conditions: time 8 hour. Yields the product Cl.CC1=C(NC(=C1CN1CCOCC1)C)C=C1C(NC2=CC=C(C=C12)CN1C(OCC1)=O)=O (3-(3,5-Dimethyl-4-morpholin-4-ylmethyl-1H-pyrrol-2-ylmethylene)-5-(2-oxo-oxazolidin-3-ylmethyl)-1,3-dihydro-indol-2-one hydrochloride). RXN SMILES: [CH3:1][C:2]1[CH:6]=[C:5]([CH3:7])[NH:4][C:3]=1[CH:8]=[C:9]1[C:17]2[C:12](=[CH:13][CH:14]=[C:15]([CH2:18][N:19]3[CH2:23][CH2:22][O:21][C:20]3=[O:24])[CH:16]=2)[NH:11][C:10]1=[O:25].[NH:26]1[CH2:31][CH2:30][O:29][CH2:28][CH2:27]1.[CH2:32]=O.[ClH:34]>C(O)(=O)C>[ClH:34].[CH3:1][C:2]1[C:6]([CH2:32][N:26]2[CH2:31][CH2:30][O:29][CH2:28][CH2:27]2)=[C:5]([CH3:7])[NH:4][C:3]=1[CH:8]=[C:9]1[C:17]2[C:12](=[CH:13][CH:14]=[C:15]([CH2:18][N:19]3[CH2:23][CH2:22][O:21][C:20]3=[O:24])[CH:16]=2)[NH:11][C:10]1=[O:25] |f:5.6|. Procedure details: To a solution of the compound obtained in Step A (1.3 mmoles) in acetic acid (20 ml) there are added at 0° C. morpholine (1.43 mmoles) and formaldehyde (37% aq., 1.3 mmoles). The reaction mixture is stirred overnight at ambient temperature. The mixture is evaporated to dryness and the residue is purified on silica gel (SiO2; gradient 100% DCM to DCM/MeOH 9/1). The product obtained is converted into the hydrochloride as described in Step E of Example 19 to yield the title product. Mixture of Z/E ...